From a dataset of the Open Reaction Database (ORD), a public repository of structured organic reaction records. describe an organic reaction: reactants, conditions, products, and yield The reactants are CCOC(=O)C=C1CC2CCC(C1)N2C(=O)OC(C)(C)C, ClCCl, O=C(O)C(F)(F)F. Yields the product CCOC(=O)C=C1CC2CCC(C1)N2. RXN SMILES: [C:1]([O:2][C:3](=[O:4])[N:8]1[CH:9]2[CH2:10][C:11](=[CH:16][C:17](=[O:18])[O:19][CH2:20][CH3:21])[CH2:12][CH:13]1[CH2:14][CH2:15]2)([CH3:5])([CH3:6])[CH3:7].[Cl:29][CH2:30][Cl:31].[F:22][C:23]([F:24])([F:25])[C:26]([OH:27])=[O:28]>>[NH:8]1[CH:9]2[CH2:10][C:11](=[CH:16][C:17](=[O:18])[O:19][CH2:20][CH3:21])[CH2:12][CH:13]1[CH2:14][CH2:15]2. Reactants: CC1(O[C@H]2[C@H](N1C=1SC3=C(N1)C=CC(=C3)CN3C=NC1=C3C=CC(=C1)O)CCCC2)C (1-((2-((3aR,7aR)-2,2-dimethylhexahydrobenzo[d]oxazol-3(2H)-yl)benzo[d]thiazol-6-yl)methyl)-1H-benzo[d]imidazol-5-ol), CN1CCCC1=O (NMP), ICCN1CCOCC1 (4-(2-iodoethyl)morpholine), C(=O)([O-])[O-].[Cs+].[Cs+] (Cs2CO3). Solvent: CCOC(=O)C (EtOAc). Reaction conditions: time 3 hour. Yields the product CC1(O[C@H]2[C@H](N1C=1SC3=C(N1)C=CC(=C3)CN3C=NC1=C3C=CC(=C1)OCCN1CCOCC1)CCCC2)C ((3aR,7aR)-2,2-dimethyl-3-(6-((5-(2-morpholinoethoxy)-1H-benzo[d]imidazol-1-yl)methyl)benzo[d]thiazol-2-yl)octahydrobenzo[d]oxazole). Isolated yield 66.7%. Reaction SMILES: [CH3:1][C:2]1([CH3:31])[N:6]([C:7]2[S:8][C:9]3[CH:15]=[C:14]([CH2:16][N:17]4[C:21]5[CH:22]=[CH:23][C:24]([OH:26])=[CH:25][C:20]=5[N:19]=[CH:18]4)[CH:13]=[CH:12][C:10]=3[N:11]=2)[C@@H:5]2[CH2:27][CH2:28][CH2:29][CH2:30][C@H:4]2[O:3]1.I[CH2:33][CH2:34][N:35]1[CH2:40][CH2:39][O:38][CH2:37][CH2:36]1.C([O-])([O-])=O.[Cs+].[Cs+].CN1C(=O)CCC1>CCOC(C)=O>[CH3:1][C:2]1([CH3:31])[N:6]([C:7]2[S:8][C:9]3[CH:15]=[C:14]([CH2:16][N:17]4[C:21]5[CH:22]=[CH:23][C:24]([O:26][CH2:33][CH2:34][N:35]6[CH2:40][CH2:39][O:38][CH2:37][CH2:36]6)=[CH:25][C:20]=5[N:19]=[CH:18]4)[CH:13]=[CH:12][C:10]=3[N:11]=2)[C@@H:5]2[CH2:27][CH2:28][CH2:29][CH2:30][C@H:4]2[O:3]1 |f:2.3.4|. Procedure details: A mixture of 1-((2-((3aR,7aR)-2,2-dimethylhexahydrobenzo[d]oxazol-3(2H)-yl)benzo[d]thiazol-6-yl)methyl)-1H-benzo[d]imidazol-5-ol (100 mg, 0.23 mmol) from Step 1 of this Example, 4-(2-iodoethyl)morpholine (111 mg, 0.46 mmol) from Step 2 of this Example, Cs2CO3 (250 mg, 0.69 mmol), and NMP (2 mL) was stirred at rt for 3 h. The mixture was diluted with EtOAc and washed with brine. The organic layer was separated, dried over Na2SO4, filtered, and concentrated under reduced pressure. The residue was ... Starting materials: [Al+3], CCOC(=O)C1CC(F)C(O[Si](C)(C)C(C)(C)C)C1, C1CCOC1, [H-], [H-], [H-], [H-], [Li+]. Product: CC(C)(C)[Si](C)(C)OC1CC(CO)CC1F. RXN SMILES: [Al+3:2].[C:7]([CH3:8])([CH3:9])([CH3:10])[Si:11]([O:12][CH:13]1[CH2:14][CH:15]([C:19](=[O:20])[O:21][CH2:22][CH3:23])[CH2:16][CH:17]1[F:18])([CH3:24])[CH3:25].[CH2:26]1[O:27][CH2:28][CH2:29][CH2:30]1.[H-:1].[H-:4].[H-:5].[H-:6].[Li+:3]>>[C:7]([CH3:8])([CH3:9])([CH3:10])[Si:11]([O:12][CH:13]1[CH2:14][CH:15]([CH2:19][OH:20])[CH2:16][CH:17]1[F:18])([CH3:24])[CH3:25]. The reactants are Fc1cc(Br)ccc1C#CCN1CCCCC1, COc1ccc(C2CCc3cc(OC)ccc3C2)c(N)c1, COc1ccc2c(c1)CCC(c1ccc(OC)cc1Nc1ccc(C#CCN3CCCCC3)c(F)c1)C2. The product is COc1ccc2c(c1)CCC(c1ccc(OC)cc1Nc1ccc(CCCN3CCCCC3)c(F)c1)C2. As a reaction SMILES: [Br:22][c:23]1[cH:24][cH:25][c:26]([C:27]#[C:28][CH2:29][N:30]2[CH2:31][CH2:32][CH2:33][CH2:34][CH2:35]2)[c:36]([F:37])[cH:38]1.[CH3:1][O:2][c:3]1[cH:4][cH:5][c:6]([CH:7]2[CH2:8][CH2:9][c:10]3[c:11]([cH:12][cH:13][c:14]([O:15][CH3:16])[cH:17]3)[CH2:18]2)[c:19]([NH2:20])[cH:21]1.[F:39][c:40]1[cH:41][c:42]([NH:55][c:56]2[c:57]([CH:64]3[CH2:65][c:66]4[cH:67][cH:68][c:69]([O:74][CH3:75])[cH:70][c:71]4[CH2:72][CH2:73]3)[cH:58][cH:59][c:60]([O:62][CH3:63])[cH:61]2)[cH:43][cH:44][c:45]1[C:46]#[C:47][CH2:48][N:49]1[CH2:50][CH2:51][CH2:52][CH2:53][CH2:54]1>>[F:39][c:40]1[cH:41][c:42]([NH:55][c:56]2[c:57]([CH:64]3[CH2:65][c:66]4[cH:67][cH:68][c:69]([O:74][CH3:75])[cH:70][c:71]4[CH2:72][CH2:73]3)[cH:58][cH:59][c:60]([O:62][CH3:63])[cH:61]2)[cH:43][cH:44][c:45]1[CH2:46][CH2:47][CH2:48][N:49]1[CH2:50][CH2:51][CH2:52][CH2:53][CH2:54]1. The reactants are ClC=1C(=CC2=C(C(CCO2)=O)C1)Cl (6,7-dichloro-2,3-dihydro-4H-1-benzopyran-4-one), CO (methanol), C([O-])([O-])=O.[K+].[K+] (potassium carbonate), Cl.NO (hydroxylamine HCl), ice water. Run in O (water). Product: ClC=1C(=CC2=C(C(CCO2)=NO)C1)Cl (6,7-Dichloro-2,3-dihydro-4-(hydroxyimino)-4H-1-benzopyran). Reaction SMILES: [Cl:1][C:2]1[C:3]([Cl:13])=[CH:4][C:5]2[O:10][CH2:9][CH2:8][C:7](=O)[C:6]=2[CH:12]=1.CO.C(=O)([O-])[O-].[K+].[K+].Cl.[NH2:23][OH:24]>O>[Cl:1][C:2]1[C:3]([Cl:13])=[CH:4][C:5]2[O:10][CH2:9][CH2:8][C:7](=[N:23][OH:24])[C:6]=2[CH:12]=1 |f:2.3.4,5.6|. Procedure: A mixture of 6,7-dichloro-2,3-dihydro-4H-1-benzopyran-4-one (59.7 g), methanol (750 ml), water (75 ml), potassium carbonate (76 g), hydroxylamine HCl (76.4 g) was heated at reflux for 4 hours, then poured into ice-water: the oxime of 6,7-dichloro-2,3-dihydro-4H-1-benzopyran-4-one was filtered off, washed with water, with a small volume of ether, then dried in air. Yield: 62.7 g; m.p. 192°-193°. Starting materials: O=C=O, C1CCOC1, CCCCCC, [Li]C(C)CC, Cl, O=Cc1cccc(F)c1. Product: O=C1OC(O)c2cccc(F)c21. As a reaction SMILES: [C:15](=[O:16])=[O:17].[CH2:19]1[O:20][CH2:21][CH2:22][CH2:23]1.[CH3:24][CH2:25][CH2:26][CH2:27][CH2:28][CH3:29].[CH:10]([Li:11])([CH2:12][CH3:13])[CH3:14].[ClH:18].[F:1][c:2]1[cH:3][c:4]([CH:5]=[O:6])[cH:7][cH:8][cH:9]1>>[F:1][c:2]1[c:3]2[c:4]([cH:7][cH:8][cH:9]1)[CH:5]([OH:6])[O:17][C:15]2=[O:16]. Isolated yield 85.9%. As a reaction SMILES: [F:1][C:2]([F:31])([O:16][C:17]1[CH:18]=[C:19]([C:27]([O:29]C)=[O:28])[CH:20]=[C:21]([CH:26]=1)[C:22]([O:24]C)=[O:23])[CH:3]([F:15])[O:4][C:5]([F:14])([F:13])[C:6]([F:12])([F:11])[C:7]([F:10])([F:9])[F:8].[OH-].[K+].Cl>O>[F:1][C:2]([F:31])([O:16][C:17]1[CH:26]=[C:21]([C:22]([OH:24])=[O:23])[CH:20]=[C:19]([CH:18]=1)[C:27]([OH:29])=[O:28])[CH:3]([F:15])[O:4][C:5]([F:13])([F:14])[C:6]([F:11])([F:12])[C:7]([F:8])([F:10])[F:9] |f:1.2|. The product is FC(C(OC(C(C(F)(F)F)(F)F)(F)F)F)(OC=1C=C(C=C(C(=O)O)C1)C(=O)O)F (5-(1,1,2-trifluoro-2-(perfluoropropoxy)ethoxy)isophthalic acid). The solvent is O (water). The reactants are FC(C(OC(C(C(F)(F)F)(F)F)(F)F)F)(OC=1C=C(C=C(C(=O)OC)C1)C(=O)OC)F (Dimethyl 5-(1,1,2-trifluoro-2-(perfluoropropoxy)ethoxy)isophthalate), [OH-].[K+] (KOH), Cl (HCl). Reported procedure: Dimethyl 5-(1,1,2-trifluoro-2-(perfluoropropoxy)ethoxy)isophthalate (47.6 g, 0.10 mol) was added to a solution of water (1.00 L) and KOH (206 g, 3.5 mol). The resulting solution was heated to reflux for about 48 hours. The reaction was cooled to room temperature and then acidified to a pH of about 1 with concentrated HCl. The precipitate material was filtered and then dried under vacuum for 4 days to give 38.51 g of product.